From a dataset of the Open Reaction Database (ORD), a public repository of structured organic reaction records. describe an organic reaction: reactants, conditions, products, and yield Starting materials: [BH4-], CCC1(CCCCCC(=O)c2nc(-c3ccc4ccccc4c3)cn2COCC[Si](C)(C)C)OCCO1, CCO, [Na+], O. The product is CCC1(CCCCCC(O)c2nc(-c3ccc4ccccc4c3)cn2COCC[Si](C)(C)C)OCCO1. As a reaction SMILES: [BH4-:38].[CH2:1]([CH3:2])[C:3]1([CH2:8][CH2:9][CH2:10][CH2:11][CH2:12][C:13](=[O:14])[c:15]2[n:16]([CH2:30][O:31][CH2:32][CH2:33][Si:34]([CH3:35])([CH3:36])[CH3:37])[cH:17][c:18](-[c:20]3[cH:21][c:22]4[cH:23][cH:24][cH:25][cH:26][c:27]4[cH:28][cH:29]3)[n:19]2)[O:4][CH2:5][CH2:6][O:7]1.[CH3:41][CH2:42][OH:43].[Na+:39].[OH2:40]>>[CH2:1]([CH3:2])[C:3]1([CH2:8][CH2:9][CH2:10][CH2:11][CH2:12][CH:13]([OH:14])[c:15]2[n:16]([CH2:30][O:31][CH2:32][CH2:33][Si:34]([CH3:35])([CH3:36])[CH3:37])[cH:17][c:18](-[c:20]3[cH:21][c:22]4[cH:23][cH:24][cH:25][cH:26][c:27]4[cH:28][cH:29]3)[n:19]2)[O:4][CH2:5][CH2:6][O:7]1. Starting materials: P(OCCCl)([O-])[O-] (2-chloroethyl phosphite), C(CCC)=O (n-butyraldehyde), CS(=O)(=O)N (methanesulfonamide), ClC1=CC=CC=C1 (chlorobenzene). The product is CS(=O)(=O)NC(CCC)P(OCCCl)(OCCCl)=O (Bis(2-chloroethyl) 1-(methylsulfonylamino)butylphosphonate). As a reaction SMILES: [P:1]([O-:7])([O-:6])[O:2][CH2:3][CH2:4][Cl:5].[CH:8](=O)[CH2:9][CH2:10][CH3:11].[CH3:13][S:14]([NH2:17])(=[O:16])=[O:15].[Cl:18][C:19]1C=CC=C[CH:20]=1>>[CH3:13][S:14]([NH:17][CH:8]([P:1](=[O:7])([O:6][CH2:20][CH2:19][Cl:18])[O:2][CH2:3][CH2:4][Cl:5])[CH2:9][CH2:10][CH3:11])(=[O:16])=[O:15]. Reported procedure: A mixture of 74.1 g (0.275 mole) of tris(2-chloroethyl phosphite, 19.8 g (0.275 mole) of n-butyraldehyde, and 23.8 g (0.25 mole) of methanesulfonamide in 130 ml of chlorobenzene is stirred and warmed at 90°-110° under nitrogen for 5.5 hrs, and then the solvent and ethylenechlorohydrin by-product are removed at reduced pressure. Ether (100 ml) is added to the residue, resulting in formation of a white solid after several hours. Recrystallization from carbon tetrachloride gives 33.2 g: mp 69°-72°;... Starting materials: ClCl (chlorine), C25H24Cl2N4O5, ClC=1C=C(C(=O)O)C=CC1C(=O)N1CC=CC1 (3-chloro-4-(2,5-dihydropyrrol-1-ylcarbonyl)benzoic acid), CN(C)C(=[N+](C)C)ON1C2=C(C=CC=C2)N=N1.[B-](F)(F)(F)F (TBTU), C(C)(C)N(CC)C(C)C (diisopropylethylamine), ClC1=CC2=C(NC(=N2)[C@H](COC(=O)OC(C)C)N)C=C1 ((R)-1-(5-chloro-1H-benzimidazol-2-yl)-2-isopropoxycarbonyloxyethylamine). Solvent: O1CCCC1 (tetrahydrofuran). Yields the product ClC=1C=C(C(=O)N[C@@H](COC(=O)OC(C)C)C2=NC3=C(N2)C=CC(=C3)Cl)C=CC1C(=O)N1CC=CC1 (3-chloro-N-[(1R)-1-(5-chloro-1H-benzimidazol-2-yl)-2-isopropoxycarbonyloxyethyl]-4-(2,5-dihydropyrrol-1-ylcarbonyl)benzamide). Isolated yield 40.0%. RXN SMILES: [Cl:1][C:2]1[CH:3]=[C:4]([CH:8]=[CH:9][C:10]=1[C:11]([N:13]1[CH2:17][CH:16]=[CH:15][CH2:14]1)=[O:12])[C:5]([OH:7])=O.CN(C(ON1N=NC2C=CC=CC1=2)=[N+](C)C)C.[B-](F)(F)(F)F.C(N(C(C)C)CC)(C)C.[Cl:49][C:50]1[CH:68]=[CH:67][C:53]2[NH:54][C:55]([C@@H:57]([NH2:66])[CH2:58][O:59][C:60]([O:62][CH:63]([CH3:65])[CH3:64])=[O:61])=[N:56][C:52]=2[CH:51]=1.ClCl>O1CCCC1>[Cl:1][C:2]1[CH:3]=[C:4]([CH:8]=[CH:9][C:10]=1[C:11]([N:13]1[CH2:17][CH:16]=[CH:15][CH2:14]1)=[O:12])[C:5]([NH:66][C@H:57]([C:55]1[NH:54][C:53]2[CH:67]=[CH:68][C:50]([Cl:49])=[CH:51][C:52]=2[N:56]=1)[CH2:58][O:59][C:60]([O:62][CH:63]([CH3:65])[CH3:64])=[O:61])=[O:7] |f:1.2|. Procedure details: Prepared analogously to Example 1g from 3-chloro-4-(2,5-dihydropyrrol-1-ylcarbonyl)benzoic acid, TBTU, diisopropylethylamine and (R)-1-(5-chloro-1H-benzimidazol-2-yl)-2-isopropoxycarbonyloxyethylamine in tetrahydrofuran. Yield: 40%; C25H24Cl2N4O5 (531.394); mass spectrum: (M+H)+=531/533/535 (chlorine isotope).